From a dataset of the Open Reaction Database (ORD), a public repository of structured organic reaction records. describe an organic reaction: reactants, conditions, products, and yield Run in O1CCCC1 (tetrahydrofuran). Starting materials: IC=1C=C(C=CC1)C(CC1=C(C=CC=C1)C)=O (1-(3-iodophenyl)-2-(2-methylphenyl)ethanone), C(C=C)(=O)OC (methyl acrylate), CC(C)([O-])C.[K+] (potassium tertiary butoxide). RXN SMILES: [I:1][C:2]1[CH:3]=[C:4]([C:8](=[O:17])[CH2:9][C:10]2[CH:15]=[CH:14][CH:13]=[CH:12][C:11]=2[CH3:16])[CH:5]=[CH:6][CH:7]=1.[C:18]([O:22][CH3:23])(=[O:21])[CH:19]=[CH2:20].CC(C)([O-])C.[K+]>O1CCCC1>[I:1][C:2]1[CH:3]=[C:4]([C:8](=[O:17])[CH:9]([C:10]2[CH:15]=[CH:14][CH:13]=[CH:12][C:11]=2[CH3:16])[CH2:20][CH2:19][C:18]([O:22][CH3:23])=[O:21])[CH:5]=[CH:6][CH:7]=1 |f:2.3|. Reported procedure: A solution of 1-(3-iodophenyl)-2-(2-methylphenyl)ethanone (3.21 g) in dry tetrahydrofuran (30 mL) is treated with methyl acrylate (0.9 mL) and potassium tertiary butoxide (0.107 g). The reaction mixture is heated at reflux for 18 hours, evaporated and the residue partitioned between ethyl acetate (60 mL) and water (30 mL). The organic phase is dried over magnesium sulphate, evaporated and the residual solid washed with pentane to give methyl (RS)-5-(3-iodophenyl)-4-(2-methylphenyl)-5-oxopentanoa... The product is IC=1C=C(C=CC1)C(C(CCC(=O)OC)C1=C(C=CC=C1)C)=O (methyl (RS)-5-(3-iodophenyl)-4-(2-methylphenyl)-5-oxopentanoate). The reactants are OBO, Brc1cccc(Br)n1, O=C([O-])[O-], Cc1ccccc1, CCCCCC, ClCCl, Cc1cccc(F)c1, [Tl+2], c1ccc(P(c2ccccc2)(c2ccccc2)[Pd](P(c2ccccc2)(c2ccccc2)c2ccccc2)(P(c2ccccc2)(c2ccccc2)c2ccccc2)P(c2ccccc2)(c2ccccc2)c2ccccc2)cc1. Yields the product Cc1cc(F)ccc1-c1cccc(Br)n1. As a reaction SMILES: [BH:9]([OH:10])[OH:11].[Br:1][c:2]1[n:3][c:4]([Br:8])[cH:5][cH:6][cH:7]1.[C:20](=[O:21])([O-:22])[O-:23].[CH3:25][c:26]1[cH:27][cH:28][cH:29][cH:30][cH:31]1.[CH3:35][CH2:36][CH2:37][CH2:38][CH2:39][CH3:40].[Cl:32][CH2:33][Cl:34].[F:12][c:13]1[cH:14][c:15]([CH3:19])[cH:16][cH:17][cH:18]1.[Tl+2:24].[cH:41]1[cH:42][cH:43][c:44]([P:45]([Pd:46]([P:47]([c:48]2[cH:49][cH:50][cH:51][cH:52][cH:53]2)([c:54]2[cH:55][cH:56][cH:57][cH:58][cH:59]2)[c:60]2[cH:61][cH:62][cH:63][cH:64][cH:65]2)([P:66]([c:67]2[cH:68][cH:69][cH:70][cH:71][cH:72]2)([c:73]2[cH:74][cH:75][cH:76][cH:77][cH:78]2)[c:79]2[cH:80][cH:81][cH:82][cH:83][cH:84]2)[P:85]([c:86]2[cH:87][cH:88][cH:89][cH:90][cH:91]2)([c:92]2[cH:93][cH:94][cH:95][cH:96][cH:97]2)[c:98]2[cH:99][cH:100][cH:101][cH:102][cH:103]2)([c:104]2[cH:105][cH:106][cH:107][cH:108][cH:109]2)[c:110]2[cH:111][cH:112][cH:113][cH:114][cH:115]2)[cH:116][cH:117]1>>[c:2]1(-[c:16]2[c:15]([CH3:19])[cH:14][c:13]([F:12])[cH:18][cH:17]2)[n:3][c:4]([Br:8])[cH:5][cH:6][cH:7]1. Starting materials: C[Si](C)(C)CCOCn1cnc2c(Cl)cc3c(=O)c(I)c(-c4ccccc4)oc3c21, C[Si](C)(C)CCOCn1cnc2c3oc(-c4ccccc4)c(I)c(=O)c3cc(Cl)c21, ClCCl, O=C(O)C(F)(F)F. Yields the product O=c1c(I)c(-c2ccccc2)oc2c1cc(Cl)c1nc[nH]c12. RXN SMILES: [Cl:1][c:2]1[cH:3][c:4]2[c:5](=[O:30])[c:6]([I:29])[c:7](-[c:23]3[cH:24][cH:25][cH:26][cH:27][cH:28]3)[o:8][c:9]2[c:10]2[c:11]1[n:12][cH:13][n:14]2[CH2:15][O:16][CH2:17][CH2:18][Si:19]([CH3:20])([CH3:21])[CH3:22].[Cl:31][c:32]1[c:33]2[n:34]([CH2:35][O:36][CH2:37][CH2:38][Si:39]([CH3:40])([CH3:41])[CH3:42])[cH:43][n:44][c:45]2[c:46]2[o:47][c:48](-[c:49]3[cH:50][cH:51][cH:52][cH:53][cH:54]3)[c:55]([I:56])[c:57](=[O:58])[c:59]2[cH:60]1.[Cl:68][CH2:69][Cl:70].[F:61][C:62]([F:63])([F:64])[C:65]([OH:66])=[O:67]>>[Cl:1][c:2]1[cH:3][c:4]2[c:5](=[O:30])[c:6]([I:29])[c:7](-[c:23]3[cH:24][cH:25][cH:26][cH:27][cH:28]3)[o:8][c:9]2[c:10]2[c:11]1[n:12][cH:13][nH:14]2. Reactants: CCOC(=O)C (EtOAc), NC=1C=C(C=CC1N(C1=NC=NC(=C1)N(C(=O)N(COCC[Si](C)(C)C)C1=C(C(=CC(=C1Cl)OC)OC)Cl)C)C(=O)OC(C)(C)C)N1CCN(CC1)C(=O)OC(C)(C)C (tert-butyl 4-(3-amino-4-((tert-butoxycarbonyl)(6-(3-(2,6-dichloro-3,5-dimethoxyphenyl)-1-methyl-3-((2-(trimethylsilyl)ethoxy)methyl)ureido)pyrimidin-4-yl)amino)phenyl)piperazine 1-carboxylate), C(C=C)(=O)Cl (acryloyl chloride), CCN(C(C)C)C(C)C (DIEA). The solvent is [Cl-].[Na+].O (brine), C1CCOC1 (THF). Product: C(C=C)(=O)NC=1C=C(C=CC1N(C1=NC=NC(=C1)N(C(=O)N(COCC[Si](C)(C)C)C1=C(C(=CC(=C1Cl)OC)OC)Cl)C)C(=O)OC(C)(C)C)N1CCN(CC1)C(=O)OC(C)(C)C (tert-butyl 4-(3-acrylamido-4-((tert-butoxycarbonyl) (6-(3-(2,6-dichloro-3,5-dimethoxyphenyl)-1-methyl-3-((2-(trimethylsilyl)ethoxy)methyl)ureido)pyrimidin-4-yl)amino)phenyl)piperazine-1-carboxylate). The yield is 45.8%. As a reaction SMILES: [NH2:1][C:2]1[CH:3]=[C:4]([N:47]2[CH2:52][CH2:51][N:50]([C:53]([O:55][C:56]([CH3:59])([CH3:58])[CH3:57])=[O:54])[CH2:49][CH2:48]2)[CH:5]=[CH:6][C:7]=1[N:8]([C:40]([O:42][C:43]([CH3:46])([CH3:45])[CH3:44])=[O:41])[C:9]1[CH:14]=[C:13]([N:15]([CH3:39])[C:16]([N:18]([C:27]2[C:32]([Cl:33])=[C:31]([O:34][CH3:35])[CH:30]=[C:29]([O:36][CH3:37])[C:28]=2[Cl:38])[CH2:19][O:20][CH2:21][CH2:22][Si:23]([CH3:26])([CH3:25])[CH3:24])=[O:17])[N:12]=[CH:11][N:10]=1.CCN(C(C)C)C(C)C.[C:69](Cl)(=[O:72])[CH:70]=[CH2:71].CCOC(C)=O>C1COCC1.[Cl-].[Na+].O>[C:69]([NH:1][C:2]1[CH:3]=[C:4]([N:47]2[CH2:52][CH2:51][N:50]([C:53]([O:55][C:56]([CH3:59])([CH3:58])[CH3:57])=[O:54])[CH2:49][CH2:48]2)[CH:5]=[CH:6][C:7]=1[N:8]([C:40]([O:42][C:43]([CH3:46])([CH3:45])[CH3:44])=[O:41])[C:9]1[CH:14]=[C:13]([N:15]([CH3:39])[C:16]([N:18]([C:27]2[C:28]([Cl:38])=[C:29]([O:36][CH3:37])[CH:30]=[C:31]([O:34][CH3:35])[C:32]=2[Cl:33])[CH2:19][O:20][CH2:21][CH2:22][Si:23]([CH3:26])([CH3:24])[CH3:25])=[O:17])[N:12]=[CH:11][N:10]=1)(=[O:72])[CH:70]=[CH2:71] |f:5.6.7|. Procedure details: Crude tert-butyl 4-(3-amino-4-((tert-butoxycarbonyl)(6-(3-(2,6-dichloro-3,5-dimethoxyphenyl)-1-methyl-3-((2-(trimethylsilyl)ethoxy)methyl)ureido)pyrimidin-4-yl)amino)phenyl)piperazine 1-carboxylate (95 g, 0.11 mmol) was dissolved in THF (1.5 ml) and stirred over ice bath under nitrogen atmosphere. DIEA (57 μl, 0.30 mmol) followed by acryloyl chloride (13 μl, 0.16 mmol) were added and the reaction mixture was stirred at room temperature for 1 hour. The reaction mixture was poured into EtOAc and b... Reactants: NC1=CC(=NN1C=1C=C(C=CC1)N(CCN(C)C)C)C(C)(C)C (N-[3-(5-Amino-3-tert-butyl-pyrazol-1-yl)-phenyl]-N,N′,N′-trimethyl-ethane-1,2-diamine), N1=CC=CC=C1 (pyridine), ClC(=O)OC1=CC=CC=C1 (phenyl chloroformate), N1=CC=CC=C1 (pyridine), ClC(=O)OC1=CC=CC=C1 (phenyl chloroformate). Solvent: C(Cl)Cl (DCM), O (water). Conditions: time 2 hour. Product: C1(=CC=CC=C1)OC(NC=1N(N=C(C1)C(C)(C)C)C1=CC(=CC=C1)N(C)CCN(C)C)=O ((5-tert-Butyl-2-{3-[(2-dimethylamino-ethyl)-methyl-amino]-phenyl}-2H-pyrazol-3-yl)-carbamic acid phenyl ester). The yield is 43.0%. As a reaction SMILES: [NH2:1][C:2]1[N:6]([C:7]2[CH:8]=[C:9]([N:13]([CH3:19])[CH2:14][CH2:15][N:16]([CH3:18])[CH3:17])[CH:10]=[CH:11][CH:12]=2)[N:5]=[C:4]([C:20]([CH3:23])([CH3:22])[CH3:21])[CH:3]=1.N1C=CC=CC=1.Cl[C:31]([O:33][C:34]1[CH:39]=[CH:38][CH:37]=[CH:36][CH:35]=1)=[O:32]>C(Cl)Cl.O>[C:34]1([O:33][C:31](=[O:32])[NH:1][C:2]2[N:6]([C:7]3[CH:12]=[CH:11][CH:10]=[C:9]([N:13]([CH2:14][CH2:15][N:16]([CH3:18])[CH3:17])[CH3:19])[CH:8]=3)[N:5]=[C:4]([C:20]([CH3:23])([CH3:22])[CH3:21])[CH:3]=2)[CH:39]=[CH:38][CH:37]=[CH:36][CH:35]=1. Reported procedure: A solution of Intermediate 150b (50 mg, 0.16 mmol) in DCM (2 mL) was treated with pyridine (26 μL, 0.32 mmol) and phenyl chloroformate (32 μL, 0.25 mmol). The resulting mixture was stirred at RT for 2 h. Further pyridine (26 μL, 0.32 mmol) and phenyl chloroformate (32 μL, 0.25 mmol) were added and the mixture stirred at RT for 16 h. The mixture was diluted with water and the phases separated. The aqueous layer was extracted with DCM and the combined organic phase was washed with brine, dried (Na... The reactants are C(C)OC(=O)OC=1C=2N(C3=C(N1)C=1C=CC=CC1C3(C(=O)OCC)C(=O)[O-])C=CN2 (ethyl 4-ethoxycarbonyloxy-10H-imidazo[1,2-a]indeno[1,2-e]-pyrazine-10,10-dicarboxylate), Cl (hydrochloric acid), C(C)(=O)OCC (ethyl acetate). The solvent is O (water), O1CCCC1 (tetrahydrofuran). Conditions: time 8 hour. The product is Cl.C1=CN=C2N1C1=C(NC2=O)C=2C=CC=CC2C1C(=O)OCC (ethyl 5H,10H-imidazo[1,2-a]indeno[1,2-e]pyrazin-4-one-10-carboxylate hydrochloride). Reaction SMILES: C(OC([O:6][C:7]1[C:8]2[N:9]([CH:28]=[CH:29][N:30]=2)[C:10]2[C:19](C([O-])=O)([C:20]([O:22][CH2:23][CH3:24])=[O:21])[C:18]3[CH:17]=[CH:16][CH:15]=[CH:14][C:13]=3[C:11]=2[N:12]=1)=O)C.[ClH:31].C(OCC)(=O)C>O1CCCC1.O>[ClH:31].[CH:28]1[N:9]2[C:10]3[CH:19]([C:20]([O:22][CH2:23][CH3:24])=[O:21])[C:18]4[CH:17]=[CH:16][CH:15]=[CH:14][C:13]=4[C:11]=3[NH:12][C:7](=[O:6])[C:8]2=[N:30][CH:29]=1 |f:5.6|. Reported procedure: To a solution of 0.22 g of ethyl 4-ethoxycarbonyloxy-10H-imidazo[1,2-a]indeno[1,2-e]-pyrazine-10,10-dicarboxylate in 20 ml of tetrahydrofuran are added 5.5 ml of 1N hydrochloric acid at a temperature in the region of 20° C. After reacting overnight at the same temperature, the tetrahydrofuran is evaporated off under reduced pressure (15 mmHg; 2 kPa) and the aqueous solution thus obtained is diluted with 5 ml of distilled water. The addition of 10 ml of ethyl acetate causes formation of a cream-c...